This data is from the Open Reaction Database (ORD), a public repository of structured organic reaction records. The task is: describe an organic reaction: reactants, conditions, products, and yield The product is CCOC(=O)Oc1cc2occ(C(=O)Cl)c(=O)c2cc1OC(=O)OCC. As a reaction SMILES: [CH2:1]([CH3:2])[O:3][C:4](=[O:5])[O:6][c:7]1[cH:8][c:9]2[c:10](=[O:26])[c:11]([C:23](=[O:24])[OH:25])[cH:12][o:13][c:14]2[cH:15][c:16]1[O:17][C:18](=[O:19])[O:20][CH2:21][CH3:22].[S:27]([Cl:28])([Cl:29])=[O:30].[cH:31]1[cH:32][cH:33][cH:34][cH:35][cH:36]1>>[CH2:1]([CH3:2])[O:3][C:4](=[O:5])[O:6][c:7]1[cH:8][c:9]2[c:10](=[O:26])[c:11]([C:23](=[O:24])[Cl:29])[cH:12][o:13][c:14]2[cH:15][c:16]1[O:17][C:18](=[O:19])[O:20][CH2:21][CH3:22]. Starting materials: CCOC(=O)Oc1cc2occ(C(=O)O)c(=O)c2cc1OC(=O)OCC, O=S(Cl)Cl, c1ccccc1. Reactants: [Si](C)(C)(C(C)(C)C)OC1=C2C(OCC2=C(C(=C1CC(C(=C)C)O)OC)C)=O (4-(4-tert-butyldimethylsilyloxy-1,3-dihydro-6-methoxy -7-methyl-3-oxoisobenzofuran-5-yl)-3-hydroxy-2-methylbut-1-ene). The solvent is C(CC)(OC)(OC)OC (trimethyl orthopropionate), C(CC)(=O)O (propionic acid). Product: [Si](C)(C)(C(C)(C)C)OC1=C2C(OCC2=C(C(=C1C/C=C(/CC(C(=O)OC)C)\C)OC)C)=O (methyl (E)-6-(4-tert-butyldimethylsilyloxy-1,3-dihydro-6-methoxy-7-methyl -3-oxoisobenzofuran-5-yl)-2,4-dimethyl-4-hexenoate). Reaction SMILES: [Si:1]([O:8][C:9]1[C:17]([CH2:18][CH:19](O)[C:20]([CH3:22])=[CH2:21])=[C:16]([O:24][CH3:25])[C:15]([CH3:26])=[C:14]2[C:10]=1[C:11](=[O:27])[O:12][CH2:13]2)([C:4]([CH3:7])([CH3:6])[CH3:5])([CH3:3])[CH3:2]>C(OC)(OC)(OC)CC.C(O)(=O)CC>[Si:1]([O:8][C:9]1[C:17]([CH2:18]/[CH:19]=[C:20](\[CH3:22])/[CH2:21][CH:10]([CH3:9])[C:11]([O:12][CH3:13])=[O:27])=[C:16]([O:24][CH3:25])[C:15]([CH3:26])=[C:14]2[C:10]=1[C:11](=[O:27])[O:12][CH2:13]2)([C:4]([CH3:6])([CH3:5])[CH3:7])([CH3:3])[CH3:2]. Procedure details: A solution of 4-(4-tert-butyldimethylsilyloxy-1,3-dihydro-6-methoxy -7-methyl-3-oxoisobenzofuran-5-yl)-3-hydroxy-2-methylbut-1-ene (0.91 g) in trimethyl orthopropionate (25 ml) and propionic acid (0.08 ml) was heated to 110° C. for 2.5 hours. The solvents were evaporated under vacuum to afford methyl (E)-6-(4-tert-butyldimethylsilyloxy-1,3-dihydro-6-methoxy-7-methyl -3-oxoisobenzofuran-5-yl)-2,4-dimethyl-4-hexenoate as an oil. Starting materials: C(C1=CC=CC=C1)OC(N(CC1=C(C=CC(=C1)C(F)(F)F)B1OC(C(O1)(C)C)(C)C)CC)=O (ethyl-[2-(4,4,5,5-tetramethyl-[1,3,2]dioxaborolan-2-yl)-5-trifluoromethyl-benzyl]-carbamic acid benzyl ester), C(C)OC(CC1=CC(=CC(=C1)C(F)(F)F)OS(=O)(=O)C(F)(F)F)=O ((3-trifluoromethanesulfonyloxy-5-trifluoromethyl-phenyl)-acetic acid ethyl ester). Product: C(C)OC(CC=1C=C(C=C(C1)C(F)(F)F)C1=C(C=C(C=C1)C(F)(F)F)CN(CC)C(=O)OCC1=CC=CC=C1)=O ({2′-[(Benzyloxycarbonyl-ethyl-amino)-methyl]-5,4′-bis-trifluoromethyl-biphenyl-3-yl}-acetic acid ethyl ester). RXN SMILES: [CH2:1]([O:8][C:9](=[O:33])[N:10]([CH2:31][CH3:32])[CH2:11][C:12]1[CH:17]=[C:16]([C:18]([F:21])([F:20])[F:19])[CH:15]=[CH:14][C:13]=1B1OC(C)(C)C(C)(C)O1)[C:2]1[CH:7]=[CH:6][CH:5]=[CH:4][CH:3]=1.[CH2:34]([O:36][C:37](=[O:57])[CH2:38][C:39]1[CH:44]=[C:43]([C:45]([F:48])([F:47])[F:46])[CH:42]=[C:41](OS(C(F)(F)F)(=O)=O)[CH:40]=1)[CH3:35]>>[CH2:34]([O:36][C:37](=[O:57])[CH2:38][C:39]1[CH:40]=[C:41]([C:13]2[CH:14]=[CH:15][C:16]([C:18]([F:20])([F:21])[F:19])=[CH:17][C:12]=2[CH2:11][N:10]([C:9]([O:8][CH2:1][C:2]2[CH:7]=[CH:6][CH:5]=[CH:4][CH:3]=2)=[O:33])[CH2:31][CH3:32])[CH:42]=[C:43]([C:45]([F:47])([F:48])[F:46])[CH:44]=1)[CH3:35]. Reported procedure: Prepared according to the procedure described in Example 1, Step 4, using the following starting materials: ethyl-[2-(4,4,5,5-tetramethyl-[1,3,2]dioxaborolan-2-yl)-5-trifluoromethyl-benzyl]-carbamic acid benzyl ester and (3-trifluoromethanesulfonyloxy-5-trifluoromethyl-phenyl)-acetic acid ethyl ester. Reactants: BrC1=CC=C(CCOC2OCCCC2)C=C1 (2-(4-bromophenethoxy)tetrahydro-2H-pyran), N1CCOCC1 (morpholine), C(C)(C)(C)P(C1=C(C=CC=C1)C1=CC=CC=C1)C(C)(C)C (2-(di-t-butylphosphino)biphenyl), CC(C)([O-])C.[Na+] (sodium t-butoxide). The reagents and catalysts are C(C)(=O)[O-].[Pd+2].C(C)(=O)[O-] (palladium acetate). Run in O (Water), C1(=CC=CC=C1)C (toluene). Run at temperature 70 celsius, time 16 hour. Product: O1CCN(CC1)C1=CC=C(CCO)C=C1 (4-morpholinophenethyl alcohol), solid. Yield: 95.0%. As a reaction SMILES: Br[C:2]1[CH:16]=[CH:15][C:5]([CH2:6][CH2:7][O:8]C2CCCCO2)=[CH:4][CH:3]=1.[NH:17]1[CH2:22][CH2:21][O:20][CH2:19][CH2:18]1.C(P(C(C)(C)C)C1C=CC=CC=1C1C=CC=CC=1)(C)(C)C.CC(C)([O-])C.[Na+]>C1(C)C=CC=CC=1.C([O-])(=O)C.[Pd+2].C([O-])(=O)C.O>[O:20]1[CH2:21][CH2:22][N:17]([C:2]2[CH:3]=[CH:4][C:5]([CH2:6][CH2:7][OH:8])=[CH:15][CH:16]=2)[CH2:18][CH2:19]1 |f:3.4,6.7.8|. Procedure: A solution of 2-(4-bromophenethoxy)tetrahydro-2H-pyran (3.42 g, 12 mmol) in toluene (9.0 ml) and morpholine (1.22 g, 14 mmol) were added to a mixture of dry palladium acetate (32.3 mg, 0.14 mmol), 2-(di-t-butylphosphino)biphenyl (86.0 mg, 0.29 mmol) and sodium t-butoxide (1.73 g, 18 mmol), and they were stirred at 70° C. for 16 hours. Water was added to the reaction mixture. After the extraction with ethyl acetate, the product was extracted from the organic layer with 1 M hydrochloric acid. The ... Starting materials: COC1CCC(NC(=O)OCc2ccccc2)C(CNC(=O)OC(C)(C)C)C1, CO, [H][H]. The product is COC1CCC(N)C(CNC(=O)OC(C)(C)C)C1. RXN SMILES: [CH2:1]([O:2][C:3](=[O:4])[NH:11][CH:12]1[CH:13]([CH2:20][NH:21][C:22]([O:23][C:24]([CH3:25])([CH3:26])[CH3:27])=[O:28])[CH2:14][CH:15]([O:18][CH3:19])[CH2:16][CH2:17]1)[c:5]1[cH:6][cH:7][cH:8][cH:9][cH:10]1.[CH3:31][OH:32].[H:29][H:30]>>[NH2:11][CH:12]1[CH:13]([CH2:20][NH:21][C:22]([O:23][C:24]([CH3:25])([CH3:26])[CH3:27])=[O:28])[CH2:14][CH:15]([O:18][CH3:19])[CH2:16][CH2:17]1. The reactants are CS(=O)(=O)O, CS(=O)(=O)O, Cc1oc(-c2ccccc2)nc1CC[NH3+], N#CC1CCCN1C(=O)CCl. Product: CS(=O)(=O)O, Cc1oc(-c2ccccc2)nc1CCNCC(=O)N1CCCC1C#N. Reaction SMILES: [CH3:1][S:2](=[O:3])(=[O:4])[OH:5].[CH3:32][S:33](=[O:34])(=[O:35])[OH:36].[CH3:6][c:7]1[c:8]([CH2:18][CH2:19][NH3+:20])[n:9][c:10](-[c:12]2[cH:13][cH:14][cH:15][cH:16][cH:17]2)[o:11]1.[Cl:21][CH2:22][C:23](=[O:24])[N:25]1[CH:26]([C:30]#[N:31])[CH2:27][CH2:28][CH2:29]1>>[CH3:1][S:2](=[O:3])(=[O:4])[OH:5].[CH3:6][c:7]1[c:8]([CH2:18][CH2:19][NH:20][CH2:22][C:23](=[O:24])[N:25]2[CH:26]([C:30]#[N:31])[CH2:27][CH2:28][CH2:29]2)[n:9][c:10](-[c:12]2[cH:13][cH:14][cH:15][cH:16][cH:17]2)[o:11]1. Reactants: C(C)OC(CC=1C(=NOC1C)C)=O ((3,5-dimethyl-isoxazol-4-yl)-acetic acid ethyl ester), O.NN (hydrazine hydrate). Solvent: C(CCC)O (butanol). The product is CC1=NOC(=C1CC(=O)NN)C ((3,5-Dimethyl-isoxazol-4-yl)-acetic acid hydrazide). Yield: 87.0%. As a reaction SMILES: C([O:3][C:4](=O)[CH2:5][C:6]1[C:7]([CH3:12])=[N:8][O:9][C:10]=1[CH3:11])C.O.[NH2:15][NH2:16]>C(O)CCC>[CH3:12][C:7]1[C:6]([CH2:5][C:4]([NH:15][NH2:16])=[O:3])=[C:10]([CH3:11])[O:9][N:8]=1 |f:1.2|. Reported procedure: As described for example 112a, (3,5-dimethyl-isoxazol-4-yl)-acetic acid ethyl ester (Bacon, Edward R.; Daum, Sol J.; Singh, Baldev. 6-Substituted pyrazolo[3,4-d]pyrimidin-4-ones and compositions and methods of use as c-GMP phosphodiesterase inhibitors. PCT Int. Appl. (1996), WO 9628429 A1) in butanol was reacted with hydrazine hydrate (3.2 equivalents) and the resulting mixture was heated under reflux for 24 h. Evaporation of all volatiles and crystallization from n-butanol/toluene afforded the ... The reactants are C(O)([O-])=O.[Na+] (sodium hydrogencarbonate), C(C#CCC)OC1=NC=NC(=C1)OC(C(=C)C)C (4-(2-pentynyloxy)-6-(1,2-dimethyl-2-propenyloxy)pyrimidine), solution, Cl (hydrogen chloride). Solvent: O1CCCC1 (tetrahydrofuran), C(C)OCC (diethyl ether). Reaction conditions: time 9 hour. The product is C(C#CCC)OC1=NC=NC(=C1)OC(C(C)(C)Cl)C (4-(2-pentynyloxy)-6-(2-chloro-1,2-dimethylpropyloxy)pyrimidine). As a reaction SMILES: [CH2:1]([O:6][C:7]1[CH:12]=[C:11]([O:13][CH:14]([CH3:18])[C:15]([CH3:17])=[CH2:16])[N:10]=[CH:9][N:8]=1)[C:2]#[C:3][CH2:4][CH3:5].[ClH:19].C(=O)([O-])O.[Na+]>O1CCCC1.C(OCC)C>[CH2:1]([O:6][C:7]1[CH:12]=[C:11]([O:13][CH:14]([CH3:18])[C:15]([Cl:19])([CH3:17])[CH3:16])[N:10]=[CH:9][N:8]=1)[C:2]#[C:3][CH2:4][CH3:5] |f:2.3|. Reported procedure: To a solution containing 0.3 g of 4-(2-pentynyloxy)-6-(1,2-dimethyl-2-propenyloxy)pyrimidine in 3 ml of tetrahydrofuran was added dropwise 3.66 ml of a 1 mol/l solution of hydrogen chloride in diethyl ether, followed by stirring at room temperature for 9 hours. The reaction mixture was then poured into a saturated aqueous sodium hydrogencarbonate solution, which was extracted three times with t-butyl methyl ether. The combined organic layers were washed with a saturated aqueous sodium chloride s... Starting materials: BrC1=C(C=CC(=C1)Cl)OC (2-bromo-4-chloroanisole), [Li]CCCC (n-BuLi), C(C1=CC=CC=C1)N1CCC(CC1)=O (1-benzyl-piperidin-4-one). The solvent is C1CCOC1 (THF). Conditions: temperature -78 celsius, time 1 hour. The product is C(C1=CC=CC=C1)N1CCC(CC1)(O)C1=C(C=CC(=C1)Cl)OC (1-benzyl-4-(5-chloro-2-methoxy-phenyl)-piperidin-4-ol). Reaction SMILES: Br[C:2]1[CH:7]=[C:6]([Cl:8])[CH:5]=[CH:4][C:3]=1[O:9][CH3:10].[Li]CCCC.[CH2:16]([N:23]1[CH2:28][CH2:27][C:26](=[O:29])[CH2:25][CH2:24]1)[C:17]1[CH:22]=[CH:21][CH:20]=[CH:19][CH:18]=1>C1COCC1>[CH2:16]([N:23]1[CH2:28][CH2:27][C:26]([C:2]2[CH:7]=[C:6]([Cl:8])[CH:5]=[CH:4][C:3]=2[O:9][CH3:10])([OH:29])[CH2:25][CH2:24]1)[C:17]1[CH:18]=[CH:19][CH:20]=[CH:21][CH:22]=1. Procedure: To a solution of 2-bromo-4-chloroanisole (1a, 51 g, 0.23 mol) in THF (500 mL) was added dropwise n-BuLi (2.5 M in hexane, 138 mL, 0.345 mol) at −78° C. under nitrogen atmosphere. After being stirred at −78° C. for 1 h, 1-benzyl-piperidin-4-one (42 g, 0.22 mol) was added dropwise. After addition, the mixture was stirred at this temperature for 1 h, and then warmed to room temperature. The reaction was quenched with saturated NH4Cl (300 mL) and the separated aqueous layer was extracted with ethyl ... Reactants: ClC=1C=C(CN2C(=NC3=C2C=C(C(=C3)F)F)C=3C(=NC=CC3)OCC3=C(C=CC=C3)Cl)C=CC1 (1-(3-Chloro-benzyl)-2-[2-(2-chloro-benzyloxy)-pyridin-3-yl]-5,6-difluoro-1H-benzoimidazole), COC(C1=CC=C(C=C1)CO)=O (4-hydroxymethyl-benzoic acid methyl ester), solid. The product is COC(C1=CC=C(C=C1)COC1=NC=CC=C1C1=NC2=C(N1CC1=CC(=CC=C1)Cl)C=C(C(=C2)F)F)=O (4-{3-[1-(3-Chloro-benzyl)-5,6-difluoro-1H-benzoimidazol-2-yl]-pyridin-2-yloxymethyl}-benzoic acid methyl ester). As a reaction SMILES: [Cl:1][C:2]1[CH:3]=[C:4]([CH:32]=[CH:33][CH:34]=1)[CH2:5][N:6]1[C:10]2[CH:11]=[C:12]([F:16])[C:13]([F:15])=[CH:14][C:9]=2[N:8]=[C:7]1[C:17]1[C:18]([O:23][CH2:24][C:25]2[CH:30]=[CH:29][CH:28]=[CH:27][C:26]=2Cl)=[N:19][CH:20]=[CH:21][CH:22]=1.[CH3:35][O:36][C:37](=[O:46])C1C=CC(CO)=CC=1>>[CH3:35][O:36][C:37](=[O:46])[C:28]1[CH:27]=[CH:26][C:25]([CH2:24][O:23][C:18]2[C:17]([C:7]3[N:6]([CH2:5][C:4]4[CH:32]=[CH:33][CH:34]=[C:2]([Cl:1])[CH:3]=4)[C:10]4[CH:11]=[C:12]([F:16])[C:13]([F:15])=[CH:14][C:9]=4[N:8]=3)=[CH:22][CH:21]=[CH:20][N:19]=2)=[CH:30][CH:29]=1. Procedure details: The title compound was prepared in analogy to Example 4, intermediate, from 1-(3-chloro-benzyl)-2-(2-chloro-pyridin-3-yl)-5,6-difluoro-1H-benzoimidazole (Example 11, intermediate) and 4-hydroxymethyl-benzoic acid methyl ester (CAS Reg. No. 6908-41-4). Colorless sticky solid (34%). MS (Turbo Spray): m/z=519.9 (M+H).